From a dataset of the Open Reaction Database (ORD), a public repository of structured organic reaction records. describe an organic reaction: reactants, conditions, products, and yield Reactants: CS(C)=O, Clc1cnccn1, [H-], [Na+], O, OC1(c2ccccc2)CCN(Cc2ccccc2)CC1. The product is c1ccc(CN2CCC(Oc3cnccn3)(c3ccccc3)CC2)cc1. RXN SMILES: [CH3:31][S:32]([CH3:33])=[O:34].[Cl:23][c:24]1[n:25][cH:26][cH:27][n:28][cH:29]1.[H-:21].[Na+:22].[OH2:30].[c:1]1([C:7]2([OH:20])[CH2:8][CH2:9][N:10]([CH2:13][c:14]3[cH:15][cH:16][cH:17][cH:18][cH:19]3)[CH2:11][CH2:12]2)[cH:2][cH:3][cH:4][cH:5][cH:6]1>>[c:1]1([C:7]2([O:20][c:24]3[n:25][cH:26][cH:27][n:28][cH:29]3)[CH2:8][CH2:9][N:10]([CH2:13][c:14]3[cH:15][cH:16][cH:17][cH:18][cH:19]3)[CH2:11][CH2:12]2)[cH:2][cH:3][cH:4][cH:5][cH:6]1. The reactants are [F-].C(CCC)[N+](CCCC)(CCCC)CCCC (tetrabutylammonium fluoride), CC[C@H](CC[C@@H](C)[C@H]1CC[C@@H]2[C@@]1(CC[C@H]3[C@H]2CC=C4[C@@]3(CC[C@@H](C4)OC(=O)C)C)C)C(C)C (Sitosterol acetate), C(=O)(O)[O-].[Na+] (NaHCO3), CC1(C(=O)N(C(=O)N1Br)Br)C (dibromantin), CC1=CC(=NC(=C1)C)C (s-collidine). The reagents and catalysts are [Br-].C(CCC)[N+](CCCC)(CCCC)CCCC (tetrabutylammonium bromide). Solvent: CCOCC (ether), CCCCCCC (heptane), O (water). Run at time 30 minute. Product: CC[C@H](CC[C@@H](C)[C@H]1CC[C@@H]2[C@@]1(CC[C@H]3C2=CC=C4[C@@]3(CC[C@@H](C4)OC(=O)C)C)C)C(C)C (7-Dehydrositosterol acetate). The yield is 75.0%. RXN SMILES: [CH3:1][CH2:2][C@@H:3]([CH:31]([CH3:33])[CH3:32])[CH2:4][CH2:5][C@H:6]([C@@H:8]1[C@@:12]2([CH3:30])[CH2:13][CH2:14][C@@H:15]3[C@@:20]4([CH3:29])[CH2:21][CH2:22][C@H:23]([O:25][C:26]([CH3:28])=[O:27])[CH2:24][C:19]4=[CH:18][CH2:17][C@H:16]3[C@@H:11]2[CH2:10][CH2:9]1)[CH3:7].C([O-])(O)=O.[Na+].CC1(C)N(Br)C(=O)N(Br)C1=O.[F-].C([N+](CCCC)(CCCC)CCCC)CCC.CC1C=C(C)N=C(C)C=1>CCCCCCC.[Br-].C([N+](CCCC)(CCCC)CCCC)CCC.CCOCC.O>[CH3:1][CH2:2][C@@H:3]([CH:31]([CH3:32])[CH3:33])[CH2:4][CH2:5][C@H:6]([C@@H:8]1[C@@:12]2([CH3:30])[CH2:13][CH2:14][C@@H:15]3[C@@:20]4([CH3:29])[CH2:21][CH2:22][C@H:23]([O:25][C:26]([CH3:28])=[O:27])[CH2:24][C:19]4=[CH:18][CH:17]=[C:16]3[C@@H:11]2[CH2:10][CH2:9]1)[CH3:7] |f:1.2,4.5,8.9|. Procedure details: A suspension of sitosterol acetate (5) (10 g, 21.89 mmol), anhydrous NaHCO3 (9.19 G, 109.45 mmol) and dibromantin in heptane (250 mL) was refluxed for 2 h under argon atmosphere. The reaction mixture was cooled to room temperature and filtered, and then the solvent was removed in vacuo. To the reaction flask, THF (50 mL) was added followed by tetrabutylammonium bromide (0.65 g, 2.02 mmol). The solution was stirred at room temperature for 30 minutes under argon atmosphere. To this reaction mixtur...